describe an organic reaction: reactants, conditions, products, and yield From a dataset of the Open Reaction Database (ORD), a public repository of structured organic reaction records. Reactants: CC(=O)O, N#Cc1cc(N)n(-c2c(Cl)cc(C(F)(F)F)cc2Cl)n1, O=C1CCCCC1, O. The product is N#Cc1nn(-c2c(Cl)cc(C(F)(F)F)cc2Cl)c(N)c1C1=CCCCC1. As a reaction SMILES: [CH3:28][C:29](=[O:30])[OH:31].[NH2:1][c:2]1[cH:3][c:4]([C:19]#[N:20])[n:5][n:6]1-[c:7]1[c:8]([Cl:18])[cH:9][c:10]([C:14]([F:15])([F:16])[F:17])[cH:11][c:12]1[Cl:13].[O:21]=[C:22]1[CH2:23][CH2:24][CH2:25][CH2:26][CH2:27]1.[OH2:32]>>[NH2:1][c:2]1[c:3]([C:22]2=[CH:23][CH2:24][CH2:25][CH2:26][CH2:27]2)[c:4]([C:19]#[N:20])[n:5][n:6]1-[c:7]1[c:8]([Cl:18])[cH:9][c:10]([C:14]([F:15])([F:16])[F:17])[cH:11][c:12]1[Cl:13]. Starting materials: [Br-], COc1ccc(C[Mg+])cc1, [Cl-], O=C1CCN(CCCc2noc3cc(F)ccc23)CC1, [NH4+], C1CCOC1. The product is Cl, COc1ccc(C2(O)CCN(CCCc3noc4cc(F)ccc34)CC2)cc1. As a reaction SMILES: [Br-:21].[CH2:22]([c:23]1[cH:24][cH:25][c:26]([O:29][CH3:30])[cH:27][cH:28]1)[Mg+:31].[Cl-:32].[F:1][c:2]1[cH:3][c:4]2[c:5]([c:6]([CH2:9][CH2:10][CH2:11][N:12]3[CH2:13][CH2:14][C:15](=[O:18])[CH2:16][CH2:17]3)[n:7][o:8]2)[cH:19][cH:20]1.[NH4+:33].[O:34]1[CH2:35][CH2:36][CH2:37][CH2:38]1>>[ClH:32].[F:1][c:2]1[cH:3][c:4]2[c:5]([c:6]([CH2:9][CH2:10][CH2:11][N:12]3[CH2:13][CH2:14][C:15]([OH:18])([c:23]4[cH:24][cH:25][c:26]([O:29][CH3:30])[cH:27][cH:28]4)[CH2:16][CH2:17]3)[n:7][o:8]2)[cH:19][cH:20]1. Starting materials: C(C)(=O)OC(C)=O (acetic anhydride), Cl.COC=1C=C2C(=NC=NC2=CC1OC)N1CCC2=CC(=CC=C12)N (1-(6,7-Dimethoxy-quinazolin-4-yl)-2,3-dihydro-1H-indol-5-ylamine hydrochloride salt). Solvent: C(=O)O (Formic acid). Reaction conditions: temperature 5 celsius. Product: COC=1C=C2C(=NC=NC2=CC1OC)N1CCC2=CC(=CC=C12)NC=O (N-[1-(6,7-Dimethoxy-quinazolin-4-yl)-2,3-dihydro-1H-indol-5-yl]-formamide). RXN SMILES: [C:1](OC(=O)C)(=[O:3])C.Cl.[CH3:9][O:10][C:11]1[CH:12]=[C:13]2[C:18](=[CH:19][C:20]=1[O:21][CH3:22])[N:17]=[CH:16][N:15]=[C:14]2[N:23]1[C:31]2[C:26](=[CH:27][C:28]([NH2:32])=[CH:29][CH:30]=2)[CH2:25][CH2:24]1>C(O)=O>[CH3:9][O:10][C:11]1[CH:12]=[C:13]2[C:18](=[CH:19][C:20]=1[O:21][CH3:22])[N:17]=[CH:16][N:15]=[C:14]2[N:23]1[C:31]2[C:26](=[CH:27][C:28]([NH:32][CH:1]=[O:3])=[CH:29][CH:30]=2)[CH2:25][CH2:24]1 |f:1.2|. Reported procedure: Formic acid (42 μL) was added to acetic anhydride (88 μL) while stirring at 5° C. and the mixture was allowed to stir at 20° C. for 1 hour before adding 1-(6,7-dimethoxy-quinazolin-4-yl)-2,3-dihydro-1H-indol-5-ylamine (102 mg, 0.316 mmol; freebase from Example 83). The mixture was stirred at 20° C. for 1.5 hours, quenched with H2O (5 mL), stirred 30 min. and diluted with CHCl3 (15 mL). The organic phase was separated and washed with saturated aqueous NaHCO3, dried over Na2 SO4(s), filtered and c... The reactants are C(CCCCCCCO)O (1,8-octanediol), C(C1=CC=CC=C1)OCCCCCCCC(=O)O (8-benzyloxy-octanoic acid), Cl.Cl.C(C1=CC=CC=C1)OC(C[C@H](CN(C)C)N)=O ((R)-3-amino-4-dimethylamino-butyric acid benzyl ester dihydrochloride), C(C1=CC=CC=C1)Br (benzyl bromide), C(C1=CC=CC=C1)OCCCCCCCCO (8-benzyloxy-octan-1-ol). Yields the product C(C1=CC=CC=C1)OC(CCCN(C)C)=O (4-dimethylamino-butyric acid benzyl ester). Reaction SMILES: C(O)CCCCCCCO.C(Br)C1C=CC=CC=1.C(OCCCCCCCCO)C1C=CC=CC=1.C(OCCCCCCCC(O)=O)C1C=CC=CC=1.Cl.Cl.[CH2:56]([O:63][C:64](=[O:72])[CH2:65][C@@H:66](N)[CH2:67][N:68]([CH3:70])[CH3:69])[C:57]1[CH:62]=[CH:61][CH:60]=[CH:59][CH:58]=1>>[CH2:56]([O:63][C:64](=[O:72])[CH2:65][CH2:66][CH2:67][N:68]([CH3:69])[CH3:70])[C:57]1[CH:62]=[CH:61][CH:60]=[CH:59][CH:58]=1 |f:4.5.6|. Reported procedure: The title compound, m/e=377.6 ([M−H]−), was produced in analogy with intermediate 1, steps 1 to 4. Thus, 1,8-octanediol was alkylated in step 1 with benzyl bromide, leading to 8-benzyloxy-octan-1-ol, which was oxidized in step 2 to 8-benzyloxy-octanoic acid. This was coupled in step 3 with (R)-3-amino-4-dimethylamino-butyric acid benzyl ester dihydrochloride to produce (R)-3-[8-benzyloxy)-octanoylamino]-4-dimethylamino-butyric acid benzyl ester, which was hydrogenated in step 4.